The task is: describe an organic reaction: reactants, conditions, products, and yield. This data is from the Open Reaction Database (ORD), a public repository of structured organic reaction records. Starting materials: C1CCOC1, CS(C)=O, CC(C)(C)[O-], Oc1ccc(Cl)c(Cl)c1, CCSc1ccc(Cl)nc1C#N, ClCCl, [K+]. The product is CCSc1ccc(Oc2ccc(Cl)c(Cl)c2)nc1C#N. RXN SMILES: [CH2:1]1[O:2][CH2:3][CH2:4][CH2:5]1.[CH3:36][S:37]([CH3:38])=[O:39].[CH3:6][C:7]([CH3:8])([O-:9])[CH3:10].[Cl:12][c:13]1[cH:14][c:15]([OH:20])[cH:16][cH:17][c:18]1[Cl:19].[Cl:21][c:22]1[cH:23][cH:24][c:25]([S:30][CH2:31][CH3:32])[c:26]([C:28]#[N:29])[n:27]1.[Cl:33][CH2:34][Cl:35].[K+:11]>>[Cl:12][c:13]1[cH:14][c:15]([O:20][c:22]2[cH:23][cH:24][c:25]([S:30][CH2:31][CH3:32])[c:26]([C:28]#[N:29])[n:27]2)[cH:16][cH:17][c:18]1[Cl:19].